From a dataset of the Open Reaction Database (ORD), a public repository of structured organic reaction records. describe an organic reaction: reactants, conditions, products, and yield Starting materials: Brc1nccs1, CCNCCN, CC(C)O, Cl[Cu], [Cu], O. Yields the product CCN(CCN)c1nccs1. RXN SMILES: [Br:1][c:2]1[s:3][cH:4][cH:5][n:6]1.[CH2:7]([CH3:8])[NH:9][CH2:10][CH2:11][NH2:12].[CH:14]([OH:15])([CH3:16])[CH3:17].[Cl:19][Cu:20].[Cu:18].[OH2:13]>>[c:2]1([N:9]([CH2:7][CH3:8])[CH2:10][CH2:11][NH2:12])[s:3][cH:4][cH:5][n:6]1. The reactants are COC(Cc1cccc(OCCCOc2ccccc2)c1)C(=O)O, COc1ccccc1O, COC(Cc1ccc(OCCCOc2ccccc2)cc1)C(=O)O. Product: COc1ccccc1OCCCOc1cccc(CC(OC)C(=O)O)c1. As a reaction SMILES: [CH3:1][O:2][CH:3]([C:4](=[O:5])[OH:6])[CH2:7][c:8]1[cH:9][c:10]([O:14][CH2:15][CH2:16][CH2:17][O:18][c:19]2[cH:20][cH:21][cH:22][cH:23][cH:24]2)[cH:11][cH:12][cH:13]1.[CH3:25][O:26][c:27]1[c:28]([OH:29])[cH:30][cH:31][cH:32][cH:33]1.[CH3:34][O:35][CH:36]([CH2:37][c:38]1[cH:39][cH:40][c:41]([O:42][CH2:43][CH2:44][CH2:45][O:46][c:47]2[cH:48][cH:49][cH:50][cH:51][cH:52]2)[cH:53][cH:54]1)[C:55]([OH:56])=[O:57]>>[CH3:1][O:2][CH:3]([C:4](=[O:5])[OH:6])[CH2:7][c:8]1[cH:9][c:10]([O:14][CH2:15][CH2:16][CH2:17][O:18][c:19]2[c:20]([O:26][CH3:25])[cH:21][cH:22][cH:23][cH:24]2)[cH:11][cH:12][cH:13]1. Starting materials: O=Cc1ccc(Br)cc1, O=C([O-])[O-], CN(C)C=O, Fc1ccc(S)cc1, [K+], [K+]. Product: O=Cc1ccc(Sc2ccc(F)cc2)cc1. RXN SMILES: [Br:15][c:16]1[cH:17][cH:18][c:19]([CH:20]=[O:21])[cH:22][cH:23]1.[C:9](=[O:10])([O-:11])[O-:12].[CH3:24][N:25]([CH3:26])[CH:27]=[O:28].[F:1][c:2]1[cH:3][cH:4][c:5]([SH:8])[cH:6][cH:7]1.[K+:13].[K+:14]>>[F:1][c:2]1[cH:3][cH:4][c:5]([S:8][c:16]2[cH:17][cH:18][c:19]([CH:20]=[O:21])[cH:22][cH:23]2)[cH:6][cH:7]1. Starting materials: S(O)(O)(=O)=O (sulphuric acid), OC1=C(C(=O)O)C=C(C=C1)OCCOC (2-hydroxy-5-(2-methoxyethoxy)benzoic acid), C(C)O (ethanol), C(O)([O-])=O.[Na+] (sodium hydrogen carbonate). Product: C(C)OC(=O)C1=C(C=CC(=C1)OCCOC)O (2-ethoxycarbonyl-4-(2-methoxyethoxy)phenol). Reaction SMILES: S(=O)(=O)(O)O.[OH:6][C:7]1[CH:15]=[CH:14][C:13]([O:16][CH2:17][CH2:18][O:19][CH3:20])=[CH:12][C:8]=1[C:9]([OH:11])=[O:10].C(=O)([O-])O.[Na+].[CH2:26](O)[CH3:27]>>[CH2:26]([O:10][C:9]([C:8]1[CH:12]=[C:13]([O:16][CH2:17][CH2:18][O:19][CH3:20])[CH:14]=[CH:15][C:7]=1[OH:6])=[O:11])[CH3:27] |f:2.3|. Reported procedure: Concentrated sulphuric acid (0.5 ml) was added to a stirred solution of 2-hydroxy-5-(2-methoxyethoxy)benzoic acid (2 g) in ethanol (50 ml). The mixture was heated at reflux for 12 hours. The reaction mixture was added to sodium hydrogen carbonate solution (5% by weight in water, 200 ml) and the aqueous mixture was extracted with ethyl acetate (4×50 ml). The organic extracts were combined, washed with water (50 ml), brine, (50 ml), dried (MgSO4) and evaporated to give 2-ethoxycarbonyl-4-(2-methox... Reactants: CCCBr, OCc1ccccc1Br, C1CCOC1, [H-], [Na+], O. The product is CCCOCc1ccccc1Br. RXN SMILES: [Br:12][CH2:13][CH2:14][CH3:15].[Br:1][c:2]1[c:3]([CH2:4][OH:5])[cH:6][cH:7][cH:8][cH:9]1.[CH2:17]1[O:18][CH2:19][CH2:20][CH2:21]1.[H-:10].[Na+:11].[OH2:16]>>[Br:1][c:2]1[c:3]([CH2:4][O:5][CH2:13][CH2:14][CH3:15])[cH:6][cH:7][cH:8][cH:9]1. Reactants: CC=1N(C(=CC1)C)C(C(=O)OCC)C (ethyl 2-(2,5-dimethylpyrrol-1-yl)propionate), [H-].[Al+3].[Li+].[H-].[H-].[H-] (Lithium aluminum hydride), S(=O)(=O)([O-])[O-].[Na+].[Na+] (sodium sulfate). Solvent: CCOCC (ether), CCOCC (ether). The product is CC=1N(C(=CC1)C)C(CO)C (2-(2,5-dimethylpyrrol-1-yl)-1-propanol). Yield: 96.0%. As a reaction SMILES: [H-].[Al+3].[Li+].[H-].[H-].[H-].[CH3:7][C:8]1[N:9]([CH:14]([CH3:20])[C:15](OCC)=[O:16])[C:10]([CH3:13])=[CH:11][CH:12]=1.S([O-])([O-])(=O)=O.[Na+].[Na+]>CCOCC>[CH3:7][C:8]1[N:9]([CH:14]([CH3:20])[CH2:15][OH:16])[C:10]([CH3:13])=[CH:11][CH:12]=1 |f:0.1.2.3.4.5,7.8.9|. Procedure details: Lithium aluminum hydride (3.1 g; 80.5 mmoles) was added to 100 ml of dry ether, and an ether solution (50 ml) of 17.9 g (91.8 mmoles) of ethyl 2-(2,5-dimethylpyrrol-1-yl)propionate was gradually added dropwise to the mixture. After the addition, the mixture was heated under reflux for 2 hours, and worked up with a saturated aqueous solution of sodium sulfate. The ethereal layer was concentrated under reduced pressure to afford 13.5 g of crude 2-(2,5-dimethylpyrrol-1-yl)-1-propanol. Acetic anhydr... The reactants are BrCC(=O)Br (2-bromoacetyl bromide), C(C1=CC=CC=C1)NCC (N-benzyl-N-ethylamine), COC1=C(C=CC=C1)NS(=O)(=O)C1=CC2=CC=CC=C2C=C1 (naphthalene-2-sulfonic acid (2-methoxy-phenyl)-amide). Product: C(C1=CC=CC=C1)N(C(CN(S(=O)(=O)C1=CC2=CC=CC=C2C=C1)C1=C(C=CC=C1)OC)=O)CC (N-Benzyl-N-ethyl-2-[(2-methoxy-phenyl)-(naphthalene-2-sulfonyl)-amino]-acetamide). Reaction SMILES: Br[CH2:2][C:3](Br)=[O:4].[CH2:6]([NH:13][CH2:14][CH3:15])[C:7]1[CH:12]=[CH:11][CH:10]=[CH:9][CH:8]=1.[CH3:16][O:17][C:18]1[CH:23]=[CH:22][CH:21]=[CH:20][C:19]=1[NH:24][S:25]([C:28]1[CH:37]=[CH:36][C:35]2[C:30](=[CH:31][CH:32]=[CH:33][CH:34]=2)[CH:29]=1)(=[O:27])=[O:26]>>[CH2:6]([N:13]([CH2:14][CH3:15])[C:3](=[O:4])[CH2:2][N:24]([C:19]1[CH:20]=[CH:21][CH:22]=[CH:23][C:18]=1[O:17][CH3:16])[S:25]([C:28]1[CH:37]=[CH:36][C:35]2[C:30](=[CH:31][CH:32]=[CH:33][CH:34]=2)[CH:29]=1)(=[O:27])=[O:26])[C:7]1[CH:12]=[CH:11][CH:10]=[CH:9][CH:8]=1. Procedure: prepared by reaction of 2-bromoacetyl bromide with N-benzyl-N-ethylamine and naphthalene-2-sulfonic acid (2-methoxy-phenyl)-amide The reactants are O=C(NC(Cc1ccccc1)C(O)CNOC1CCCCC1)OC1COC2OCCC12, CN(C)c1ccccn1, O=S(=O)(Cl)c1ccc2c(c1)OCO2, C1CCOC1. The product is O=C(NC(Cc1ccccc1)C(O)CN(OC1CCCCC1)S(=O)(=O)c1ccc2c(c1)OCO2)OC1COC2OCCC12. RXN SMILES: [CH2:1]([c:2]1[cH:3][cH:4][cH:5][cH:6][cH:7]1)[CH:8]([CH:9]([CH2:10][NH:11][O:12][CH:13]1[CH2:14][CH2:15][CH2:16][CH2:17][CH2:18]1)[OH:19])[NH:20][C:21]([O:22][CH:23]1[CH2:24][O:25][CH:26]2[O:27][CH2:28][CH2:29][CH:30]12)=[O:31].[CH3:45][N:46]([c:47]1[cH:48][cH:49][cH:50][cH:51][n:52]1)[CH3:53].[O:32]1[CH2:33][O:34][c:35]2[c:36]1[cH:37][cH:38][c:39]([S:41](=[O:42])(=[O:43])[Cl:44])[cH:40]2.[O:54]1[CH2:55][CH2:56][CH2:57][CH2:58]1>>[CH2:1]([c:2]1[cH:3][cH:4][cH:5][cH:6][cH:7]1)[CH:8]([CH:9]([CH2:10][N:11]([O:12][CH:13]1[CH2:14][CH2:15][CH2:16][CH2:17][CH2:18]1)[S:41]([c:39]1[cH:38][cH:37][c:36]2[c:35]([cH:40]1)[O:34][CH2:33][O:32]2)(=[O:42])=[O:43])[OH:19])[NH:20][C:21]([O:22][CH:23]1[CH2:24][O:25][CH:26]2[O:27][CH2:28][CH2:29][CH:30]12)=[O:31].